Dataset: the Open Reaction Database (ORD), a public repository of structured organic reaction records. Task: describe an organic reaction: reactants, conditions, products, and yield The product is COc1ccc(Cn2nc(N3CCN(C(=O)OC(C)(C)C)CC3)c3c(Oc4ccc(NC(=O)C56CC5CN(c5ccc(F)cc5)C6=O)cc4F)ccnc32)cc1. As a reaction SMILES: [CH3:58][CH2:59][N:60]=[C:61]=[N:62][CH2:63][CH2:64][CH2:65][N:66]([CH3:67])[CH3:68].[Cl-:79].[F:41][c:42]1[cH:43][cH:44][c:45]([N:48]2[C:49](=[O:57])[C:50]3([C:54](=[O:55])[OH:56])[CH2:51][CH:52]3[CH2:53]2)[cH:46][cH:47]1.[NH2:1][c:2]1[cH:3][c:4]([F:40])[c:5]([O:6][c:7]2[c:8]3[c:9]([n:10][cH:11][cH:12]2)[n:13]([CH2:29][c:30]2[cH:31][cH:32][c:33]([O:36][CH3:37])[cH:34][cH:35]2)[n:14][c:15]3[N:16]2[CH2:17][CH2:18][N:19]([C:22](=[O:23])[O:24][C:25]([CH3:26])([CH3:27])[CH3:28])[CH2:20][CH2:21]2)[cH:38][cH:39]1.[NH4+:80].[O:81]=[CH:82][N:83]([CH3:84])[CH3:85].[OH:69][n:70]1[c:71]2[c:72]([cH:73][cH:74][cH:75][cH:76]2)[n:77][n:78]1>>[NH:1]([c:2]1[cH:3][c:4]([F:40])[c:5]([O:6][c:7]2[c:8]3[c:9]([n:10][cH:11][cH:12]2)[n:13]([CH2:29][c:30]2[cH:31][cH:32][c:33]([O:36][CH3:37])[cH:34][cH:35]2)[n:14][c:15]3[N:16]2[CH2:17][CH2:18][N:19]([C:22](=[O:23])[O:24][C:25]([CH3:26])([CH3:27])[CH3:28])[CH2:20][CH2:21]2)[cH:38][cH:39]1)[C:54]([C:50]12[C:49](=[O:57])[N:48]([c:45]3[cH:44][cH:43][c:42]([F:41])[cH:47][cH:46]3)[CH2:53][CH:52]1[CH2:51]2)=[O:55]. The reactants are CCN=C=NCCCN(C)C, [Cl-], O=C(O)C12CC1CN(c1ccc(F)cc1)C2=O, COc1ccc(Cn2nc(N3CCN(C(=O)OC(C)(C)C)CC3)c3c(Oc4ccc(N)cc4F)ccnc32)cc1, [NH4+], CN(C)C=O, On1nnc2ccccc21. The reactants are CC(C)C[AlH]CC(C)C, CO, ClCCl, O=C(O)CC(O)(CC(=O)O)C(=O)O, O=CC=Cc1ccc(-c2ncccn2)cc1. Yields the product OCC=Cc1ccc(-c2ncccn2)cc1. RXN SMILES: [CH3:1][CH:2]([CH2:3][AlH:4][CH2:5][CH:6]([CH3:7])[CH3:8])[CH3:9].[CH3:26][OH:27].[Cl:41][CH2:42][Cl:43].[OH:28][C:29]([CH2:30][C:31]([C:32](=[O:33])[OH:34])([CH2:35][C:36](=[O:37])[OH:38])[OH:39])=[O:40].[n:10]1[c:11](-[c:16]2[cH:17][cH:18][c:19]([CH:22]=[CH:23][CH:24]=[O:25])[cH:20][cH:21]2)[n:12][cH:13][cH:14][cH:15]1>>[n:10]1[c:11](-[c:16]2[cH:17][cH:18][c:19]([CH:22]=[CH:23][CH2:24][OH:25])[cH:20][cH:21]2)[n:12][cH:13][cH:14][cH:15]1.